Dataset: the Open Reaction Database (ORD), a public repository of structured organic reaction records. Task: describe an organic reaction: reactants, conditions, products, and yield The reactants are O=Cc1cc2nc(Cl)nc(N3CCOCC3)c2s1, C1CC(CN2CCOCC2)CCN1. The product is Clc1nc(N2CCOCC2)c2sc(CN3CCC(CN4CCOCC4)CC3)cc2n1. As a reaction SMILES: [Cl:1][c:2]1[n:3][c:4]([N:13]2[CH2:14][CH2:15][O:16][CH2:17][CH2:18]2)[c:5]2[c:6]([n:7]1)[cH:8][c:9]([CH:11]=[O:12])[s:10]2.[NH:19]1[CH2:20][CH2:21][CH:22]([CH2:25][N:26]2[CH2:27][CH2:28][O:29][CH2:30][CH2:31]2)[CH2:23][CH2:24]1>>[Cl:1][c:2]1[n:3][c:4]([N:13]2[CH2:14][CH2:15][O:16][CH2:17][CH2:18]2)[c:5]2[c:6]([n:7]1)[cH:8][c:9]([CH2:11][N:19]1[CH2:20][CH2:21][CH:22]([CH2:25][N:26]3[CH2:27][CH2:28][O:29][CH2:30][CH2:31]3)[CH2:23][CH2:24]1)[s:10]2. The reactants are F[B-](F)(F)F, Cc1ccc(CN)cc1Br, CCc1nc2c(cnn2CC)c(NC2CCOCC2)c1CNC(=O)c1cccc(C(=O)O)n1, CCN(C(C)C)C(C)C, ClCCl, Cl, CN(C)C(On1nnc2ccccc21)=[N+](C)C. Product: CCc1nc2c(cnn2CC)c(NC2CCOCC2)c1CNC(=O)c1cccc(C(=O)NCc2ccc(C)c(Br)c2)n1. As a reaction SMILES: [B-:43]([F:44])([F:45])([F:46])[F:47].[Br:66][c:67]1[cH:68][c:69]([CH2:74][NH2:75])[cH:70][cH:71][c:72]1[CH3:73].[CH2:1]([CH3:2])[n:3]1[n:4][cH:5][c:6]2[c:7]1[n:8][c:9]([CH2:32][CH3:33])[c:10]([CH2:19][NH:20][C:21](=[O:22])[c:23]1[cH:24][cH:25][cH:26][c:27]([C:29](=[O:30])[OH:31])[n:28]1)[c:11]2[NH:12][CH:13]1[CH2:14][CH2:15][O:16][CH2:17][CH2:18]1.[CH:34]([N:35]([CH2:36][CH3:37])[CH:38]([CH3:39])[CH3:40])([CH3:41])[CH3:42].[Cl:76][CH2:77][Cl:78].[ClH:65].[n:48]1([O:49][C:50]([N:51]([CH3:52])[CH3:53])=[N+:54]([CH3:55])[CH3:56])[c:57]2[cH:58][cH:59][cH:60][cH:61][c:62]2[n:63][n:64]1>>[CH2:1]([CH3:2])[n:3]1[n:4][cH:5][c:6]2[c:7]1[n:8][c:9]([CH2:32][CH3:33])[c:10]([CH2:19][NH:20][C:21](=[O:22])[c:23]1[cH:24][cH:25][cH:26][c:27]([C:29](=[O:30])[NH:75][CH2:74][c:69]3[cH:68][c:67]([Br:66])[c:72]([CH3:73])[cH:71][cH:70]3)[n:28]1)[c:11]2[NH:12][CH:13]1[CH2:14][CH2:15][O:16][CH2:17][CH2:18]1.